This data is from the Open Reaction Database (ORD), a public repository of structured organic reaction records. The task is: describe an organic reaction: reactants, conditions, products, and yield Reactants: BrC=1C=C2C(=NC1)N=CO2 (6-bromooxazolo[4,5-b]pyridine), FC(C(=O)O)(F)F (trifluoroacetic acid). Reaction SMILES: [Br:1][C:2]1[CH:3]=[C:4]2[O:10][CH:9]=[N:8][C:5]2=[N:6][CH:7]=1.FC(F)(F)C(O)=O>[Pd].C(O)=O>[Br:1][C:2]1[CH:3]=[C:4]2[O:10][CH:9]=[N:8][C:5]2=[N:6][CH:7]=1.[NH2:8][C:5]1[C:4]([OH:10])=[CH:3][C:2]([Br:1])=[CH:7][N:6]=1. Reagents/catalysts: [Pd] (palladium). Procedure details: In another example, 6-bromooxazolo[4,5-b]pyridine can be subjected to palladium-catalyzed coupling and deprotection of the resulting intermediate with trifluoroacetic acid. 6-Bromooxazolo[4,5-b]pyridine can be produced from 2-amino-5-bromo-3-pyridinol by condensation with formic acid or a trialkyl orthoformate, using methodology similar to that of Viaud et al., Heterocycles 41: 2799 (1995). The use of other carboxylic acids produces 2-substituted-6-bromooxazolo[4,5-b]pyridines, which are also su... The product is BrC=1C=C2C(=NC1)N=CO2 (6-Bromooxazolo[4,5-b]pyridine), NC1=NC=C(C=C1O)Br (2-amino-5-bromo-3-pyridinol). Solvent: C(=O)O (formic acid). Yields the product Cn1ncc(C(=O)O)c1Cl. Reactants: ClC(Cl)Cl, Cl, Cn1ncc(C(=O)O)c1N. Reaction SMILES: [CH:12]([Cl:13])([Cl:14])[Cl:15].[ClH:1].[NH2:2][c:3]1[c:4]([C:9](=[O:10])[OH:11])[cH:5][n:6][n:7]1[CH3:8]>>[Cl:1][c:3]1[c:4]([C:9](=[O:10])[OH:11])[cH:5][n:6][n:7]1[CH3:8]. Reactants: COC([C@H](CC(CC1=CC=CC=C1)(F)F)NC(=O)OCC1=CC=CC=C1)=O ((S)-2-benzyloxycarbonylamino-4,4-difluoro-5-phenyl-pentanoic acid methyl ester), O1CCOCC1 (dioxane), Cl (HCl). Reagents/catalysts: [Pd] (Pd/C), [Pd] (Pd/C). The solvent is CO (methanol). Run at time 8 hour. The product is Cl.COC([C@H](CC(CC1=CC=CC=C1)(F)F)N)=O ((S)-2-amino-4,4-difluoro-5-phenyl-pentanoic acid methyl ester hydrochloride). Isolated yield 85.5%. As a reaction SMILES: [CH3:1][O:2][C:3](=[O:27])[C@@H:4]([NH:16]C(OCC1C=CC=CC=1)=O)[CH2:5][C:6]([F:15])([F:14])[CH2:7][C:8]1[CH:13]=[CH:12][CH:11]=[CH:10][CH:9]=1.O1CCOCC1.[ClH:34]>CO.[Pd]>[ClH:34].[CH3:1][O:2][C:3](=[O:27])[C@@H:4]([NH2:16])[CH2:5][C:6]([F:15])([F:14])[CH2:7][C:8]1[CH:13]=[CH:12][CH:11]=[CH:10][CH:9]=1 |f:5.6|. Reported procedure: A solution of (S)-2-benzyloxycarbonylamino-4,4-difluoro-5-phenyl-pentanoic acid methyl ester (7.806 g, 20.68 mmol) in 120 mL of methanol and 4 M HCl in dioxane (41.4 mmol, 10.3 mL) is hydrogenated over 10% Pd/C (1.0 g) at 50 psi. After 8 hr, another portion of 10% Pd/C (1.0 g) is added. After 24 hr, the catalyst is removed by filtration over a pad of Celite, and the filtrate is concentrated in vacuum. The resulting solid is dissolved in a minimum amount of methanol and slowly added to ether (150... Reactants: CN1CC(CC1)N (1-methylpyrrolidin-3-amine), C(C)(C)N(C(C)C)CC (N,N-diisopropylethylamine), ClS(=O)(=O)C=1C=C(C=CC1)C1=NC2=CC=C(C=C2CC1(C)C)C(=O)OC (methyl 2-(3-(chlorosulfonyl)phenyl)-3,3-dimethyl-3,4-dihydroquinoline-6-carboxylate). The solvent is ClCCl (dichloromethane). Conditions: time 3 hour. Yields the product CC1(C(=NC2=CC=C(C=C2C1)C(=O)OC)C1=CC(=CC=C1)S(NC1CN(CC1)C)(=O)=O)C (methyl 3,3-dimethyl-2-(3-(N-(1-methylpyrrolidin-3-yl)sulfamoyl)phenyl)-3,4-dihydroquinoline-6-carboxylate). Isolated yield 77.6%. As a reaction SMILES: [CH3:1][N:2]1[CH2:6][CH2:5][CH:4]([NH2:7])[CH2:3]1.C(N(CC)C(C)C)(C)C.Cl[S:18]([C:21]1[CH:22]=[C:23]([C:27]2[C:36]([CH3:38])([CH3:37])[CH2:35][C:34]3[C:29](=[CH:30][CH:31]=[C:32]([C:39]([O:41][CH3:42])=[O:40])[CH:33]=3)[N:28]=2)[CH:24]=[CH:25][CH:26]=1)(=[O:20])=[O:19]>ClCCl>[CH3:37][C:36]1([CH3:38])[CH2:35][C:34]2[C:29](=[CH:30][CH:31]=[C:32]([C:39]([O:41][CH3:42])=[O:40])[CH:33]=2)[N:28]=[C:27]1[C:23]1[CH:24]=[CH:25][CH:26]=[C:21]([S:18](=[O:20])(=[O:19])[NH:7][CH:4]2[CH2:5][CH2:6][N:2]([CH3:1])[CH2:3]2)[CH:22]=1. Reported procedure: To a stirred solution of 1-methylpyrrolidin-3-amine (52 mg, 0.52 mmol) and N,N-diisopropylethylamine (112 mg, 0.86 mmol) in dichloromethane (4 mL) was added methyl 2-(3-(chlorosulfonyl)phenyl)-3,3-dimethyl-3,4-dihydroquinoline-6-carboxylate (170 mg, 0.43 mmol) portionwise. The resultant yellow solution was stirred for 3 h at room temperature. The mixture was purified on preparative Thin layer chromatography to afford 152 mg of methyl 3,3-dimethyl-2-(3-(N-(1-methylpyrrolidin-3-yl)sulfamoyl)phenyl... Product: NC1=NC(=NC=C1C(=O)C1=CC=C(C=C1)Cl)NC1CCN(CC1)S(=O)(=O)C ([4-amino-2-(1-methanesulfonyl-piperidin-4-ylamino)-pyrimidin-5-yl]-(4-chloro-phenyl)-methanone). Reaction SMILES: [NH2:1][C:2]1[C:7]([C:8]([C:10]2[CH:15]=[CH:14][C:13]([Cl:16])=[CH:12][CH:11]=2)=[O:9])=[CH:6][N:5]=[C:4](S(CC)=O)[N:3]=1.FC(F)(F)C(O)=O.[CH3:28][S:29]([N:32]1[CH2:37][CH2:36][CH:35]([NH2:38])[CH2:34][CH2:33]1)(=[O:31])=[O:30]>>[NH2:1][C:2]1[C:7]([C:8]([C:10]2[CH:11]=[CH:12][C:13]([Cl:16])=[CH:14][CH:15]=2)=[O:9])=[CH:6][N:5]=[C:4]([NH:38][CH:35]2[CH2:36][CH2:37][N:32]([S:29]([CH3:28])(=[O:31])=[O:30])[CH2:33][CH2:34]2)[N:3]=1 |f:1.2|. Starting materials: NC1=NC(=NC=C1C(=O)C1=CC=C(C=C1)Cl)S(=O)CC ((4-amino-2-ethanesulfinyl-pyrimidin-5-yl)-(4-chloro-phenyl)-methanone), FC(C(=O)O)(F)F.CS(=O)(=O)N1CCC(CC1)N (1-methanesulfonyl-piperidin-4-ylamine; compound with trifluoroacetic acid). Reported procedure: The same procedure as described in Example 326 was used, starting with (4-amino-2-ethanesulfinyl-pyrimidin-5-yl)-(4-chloro-phenyl)-methanone (Example 362) and 1-methanesulfonyl-piperidin-4-ylamine; compound with trifluoroacetic acid (Example 162) to give [4-amino-2-(1-methanesulfonyl-piperidin-4-ylamino)-pyrimidin-5-yl]-(4-chloro-phenyl)-methanone. MS (M+H)+, 410 Reactants: FC=1C=C(C=CC1)N1C(N=C([C@@]12C[C@@H](N(CC2)C(=O)OCC2=CC=CC=C2)C)NC)=O (Benzyl (5R,7S)-1-(3-fluorophenyl)-7-methyl-4-(methylamino)-2-oxo-1,3,8-triazaspiro[4.5]dec-3-ene-8-carboxylate), FC=1C=C(C=CC1)N1C(N=C([C@@]12C[C@@H](N(CC2)C(=O)OCC2=CC=CC=C2)C)NC)=O (benzyl (5R,7S)-1-(3-fluorophenyl)-7-methyl-4-(methylamino)-2-oxo-1,3,8-triazaspiro[4.5]dec-3-ene-8-carboxylate). Solvent: CO (MeOH). Yields the product FC=1C=C(C=CC1)N1C(N=C([C@@]12C[C@@H](NCC2)C)NC)=O ((5R,7S)-1-(3-fluorophenyl)-7-methyl-4-(methylamino)-1,3,8-triazaspiro[4.5]dec-3-en-2-one). As a reaction SMILES: [F:1][C:2]1[CH:3]=[C:4]([N:8]2[C@@:12]3([CH2:17][CH2:16][N:15](C(OCC4C=CC=CC=4)=O)[C@@H:14]([CH3:28])[CH2:13]3)[C:11]([NH:29][CH3:30])=[N:10][C:9]2=[O:31])[CH:5]=[CH:6][CH:7]=1>CO>[F:1][C:2]1[CH:3]=[C:4]([N:8]2[C@@:12]3([CH2:17][CH2:16][NH:15][C@@H:14]([CH3:28])[CH2:13]3)[C:11]([NH:29][CH3:30])=[N:10][C:9]2=[O:31])[CH:5]=[CH:6][CH:7]=1. Procedure: The product from step 1 above, benzyl (5R,7S)-1-(3-fluorophenyl)-7-methyl-4-(methylamino)-2-oxo-1,3,8-triazaspiro[4.5]dec-3-ene-8-carboxylate (370 mg, 0.86 mmol) was dissolved in 8 mL MeOH. The solvent was degassed with a nitrogen flow for 10 min and Pd(OH)2 (30 mg, 20% wt. Pd) added. The mixture was purged with a hydrogen balloon for 10 min and then maintained under atmospheric hydrogen at rt overnight with stirring. The reaction was then filtered over Celite, the cake rinsed with EtOAc and the...